This data is from the Open Reaction Database (ORD), a public repository of structured organic reaction records. The task is: describe an organic reaction: reactants, conditions, products, and yield The reactants are Fc1ccccc1OCCCCBr, CC1(C(=O)Cn2cncn2)COCOC1, CN(C)C=O, [H-], [Na+], O. Product: CC1(C(=O)C(CCCCOc2ccccc2F)n2cncn2)COCOC1. As a reaction SMILES: [Br:18][CH2:19][CH2:20][CH2:21][CH2:22][O:23][c:24]1[c:25]([F:30])[cH:26][cH:27][cH:28][cH:29]1.[CH3:1][C:2]1([C:8]([CH2:9][n:10]2[n:11][cH:12][n:13][cH:14]2)=[O:15])[CH2:3][O:4][CH2:5][O:6][CH2:7]1.[CH3:32][N:33]([CH3:34])[CH:35]=[O:36].[H-:16].[Na+:17].[OH2:31]>>[CH3:1][C:2]1([C:8]([CH:9]([n:10]2[n:11][cH:12][n:13][cH:14]2)[CH2:19][CH2:20][CH2:21][CH2:22][O:23][c:24]2[c:25]([F:30])[cH:26][cH:27][cH:28][cH:29]2)=[O:15])[CH2:3][O:4][CH2:5][O:6][CH2:7]1. The reactants are ClC1=NC2=C(N1)C=CC=C2C(=O)NC2=C(C=C(C(=O)N(C1=C(C=C(C=C1)C)OCCCCCC(=O)N1CCN(CC1)C)C)C=C2)OC (4-[2-chloro-1H-benzimidazol-4-yl]carbonylamino-3-methoxy-N-methyl-N-[4-methyl-2-[5-(4-methylpiperazin-1-yl)carbonylpent-1-yloxy]phenyl]benzamide), CN1CCNCC1 (N-methylpiperazine). The product is COC=1C=C(C(=O)N(C2=C(C=C(C=C2)C)OCCCCCC(=O)N2CCN(CC2)C)C)C=CC1NC(=O)C1=CC=CC=2NC(=NC21)N2CCN(CC2)C (3-methoxy-N-methyl-N-[4-methyl-2-[5-(4-methylpiperazin-1-yl)carbonylpent-1-yloxy]phenyl]-4-[2-(4-methylpiperazin-1-yl)-1H-benzimidazol-4-yl]carbonylaminobenzamide). Isolated yield 86.0%. As a reaction SMILES: Cl[C:2]1[NH:6][C:5]2[CH:7]=[CH:8][CH:9]=[C:10]([C:11]([NH:13][C:14]3[CH:45]=[CH:44][C:17]([C:18]([N:20]([CH3:43])[C:21]4[CH:26]=[CH:25][C:24]([CH3:27])=[CH:23][C:22]=4[O:28][CH2:29][CH2:30][CH2:31][CH2:32][CH2:33][C:34]([N:36]4[CH2:41][CH2:40][N:39]([CH3:42])[CH2:38][CH2:37]4)=[O:35])=[O:19])=[CH:16][C:15]=3[O:46][CH3:47])=[O:12])[C:4]=2[N:3]=1.[CH3:48][N:49]1[CH2:54][CH2:53][NH:52][CH2:51][CH2:50]1>>[CH3:47][O:46][C:15]1[CH:16]=[C:17]([CH:44]=[CH:45][C:14]=1[NH:13][C:11]([C:10]1[C:4]2[N:3]=[C:2]([N:52]3[CH2:53][CH2:54][N:49]([CH3:48])[CH2:50][CH2:51]3)[NH:6][C:5]=2[CH:7]=[CH:8][CH:9]=1)=[O:12])[C:18]([N:20]([CH3:43])[C:21]1[CH:26]=[CH:25][C:24]([CH3:27])=[CH:23][C:22]=1[O:28][CH2:29][CH2:30][CH2:31][CH2:32][CH2:33][C:34]([N:36]1[CH2:41][CH2:40][N:39]([CH3:42])[CH2:38][CH2:37]1)=[O:35])=[O:19]. Reported procedure: A solution of 4-[2-chloro-1H-benzimidazol-4-yl]carbonylamino-3-methoxy-N-methyl-N-[4-methyl-2-[5-(4-methylpiperazin-1-yl)carbonylpent-1-yloxy]phenyl]benzamide (70 mg) and N-methylpiperazine (106 mg) was heated at 80° C. for 2.5 hours. The excess of N-methylpiperazine was evaporated in vacuo and the residue was purified by preparative thin-layer chromatography (chloroform:methanol=10:1) to give 3-methoxy-N-methyl-N-[4-methyl-2-[5-(4-methylpiperazin-1-yl)carbonylpent-1-yloxy]phenyl]-4-[2-(4-methyl... The reactants are ClC1=NC(=CC(N1C1=C(C=C(C(=C1)OC1=NC=CC=N1)Cl)F)=O)C(F)(F)F (2-chloro-3-[4-chloro-2-fluoro-5-(2-pyrimidinyloxy)phenyl]-6-trifluoromethyl-4(3H)-pyrimidinone), CC(C)=NO (acetone oxime), C([O-])([O-])=O.[K+].[K+] (potassium carbonate), O1CCCC1 (tetrahydrofuran). The solvent is [Cl-].[Na+].O (brine). Product: ClC1=CC(=C(C=C1OC1=NC=CC=N1)N1C(=NC(=CC1=O)C(F)(F)F)ON=C(C)C)F (3-[4-chloro-2-fluoro-5-(2-pyrimidinyloxy)phenyl]-2-[(1-methylethylidene)aminooxy]-6-trifluoromethyl-4(3H)-pyrimidinone). The yield is 93.3%. RXN SMILES: Cl[C:2]1[N:7]([C:8]2[CH:13]=[C:12]([O:14][C:15]3[N:20]=[CH:19][CH:18]=[CH:17][N:16]=3)[C:11]([Cl:21])=[CH:10][C:9]=2[F:22])[C:6](=[O:23])[CH:5]=[C:4]([C:24]([F:27])([F:26])[F:25])[N:3]=1.[CH3:28][C:29](=[N:31][OH:32])[CH3:30].C(=O)([O-])[O-].[K+].[K+].O1CCCC1>[Cl-].[Na+].O>[Cl:21][C:11]1[C:12]([O:14][C:15]2[N:20]=[CH:19][CH:18]=[CH:17][N:16]=2)=[CH:13][C:8]([N:7]2[C:6](=[O:23])[CH:5]=[C:4]([C:24]([F:27])([F:26])[F:25])[N:3]=[C:2]2[O:32][N:31]=[C:29]([CH3:30])[CH3:28])=[C:9]([F:22])[CH:10]=1 |f:2.3.4,6.7.8|. Procedure: A mixture of 2-chloro-3-[4-chloro-2-fluoro-5-(2-pyrimidinyloxy)phenyl]-6-trifluoromethyl-4(3H)-pyrimidinone(1.52 g, 0.0036 mol), acetone oxime(0.26 g, 0.0036 mol), potassium carbonate(0.50 g, 0.0036 mol) and tetrahydrofuran(15 ml) was heated under reflux for 5 hours. The reaction mixture was poured into brine, and extracted with ethyl acetate. The organic phase was dried over anhydrous sodium sulfate, and concentrated. The residue was purified by column chromatography on silica gel(50% ethyl ace... Starting materials: CCOC(=O)C1=C(C)N(c2cccc(C(F)(F)F)c2)C(SC)=NC1c1ccc(C#N)cc1, C[O-], CO, [Na+]. The product is COC(=O)C1=C(C)N(c2cccc(C(F)(F)F)c2)C(SC)=NC1c1ccc(C#N)cc1. Reaction SMILES: [C:1](#[N:2])[c:3]1[cH:4][cH:5][c:6]([CH:9]2[N:10]=[C:11]([S:31][CH3:32])[N:12]([c:21]3[cH:22][c:23]([C:27]([F:28])([F:29])[F:30])[cH:24][cH:25][cH:26]3)[C:13]([CH3:20])=[C:14]2[C:15](=[O:16])[O:17][CH2:18][CH3:19])[cH:7][cH:8]1.[CH3:33][O-:34].[CH3:36][OH:37].[Na+:35]>>[C:1](#[N:2])[c:3]1[cH:4][cH:5][c:6]([CH:9]2[N:10]=[C:11]([S:31][CH3:32])[N:12]([c:21]3[cH:22][c:23]([C:27]([F:28])([F:29])[F:30])[cH:24][cH:25][cH:26]3)[C:13]([CH3:20])=[C:14]2[C:15](=[O:16])[O:17][CH3:18])[cH:7][cH:8]1. Starting materials: BrC=1C2=C(C(NC1)=O)C=CO2 (7-bromo-5H-furo[3,2-c]pyridin-4-one), P(=O)(Br)(Br)Br (POBr3). Conditions: temperature 70 celsius. Yields the product BrC1=NC=C(C2=C1C=CO2)Br (4,7-Dibromofuro[3,2-c]pyridine). Isolated yield 75.7%. As a reaction SMILES: [Br:1][C:2]1[C:3]2[O:11][CH:10]=[CH:9][C:4]=2[C:5](=O)[NH:6][CH:7]=1.P(Br)(Br)([Br:14])=O>>[Br:14][C:5]1[C:4]2[CH:9]=[CH:10][O:11][C:3]=2[C:2]([Br:1])=[CH:7][N:6]=1. Reported procedure: A mixture of 7-bromo-5H-furo[3,2-c]pyridin-4-one (21.2 g, 99 mmol) and POBr3 (31.2 g, 109 mmol) was heated at 70° C. for 5 min, then heated to 120° C. for 2 h. After cooled to rt, the solid was crashed and quenched with aqueous Na2CO3 (200 mL), then diluted with EtOAc (300 mL). The insoluble material was filtered off through a pad of Celite. The organic phase was collected and dried over Na2SO4. The crude material was purified by silica gel chromatography eluting with Hexanes-EtOAc (90:10→85:15)... Starting materials: NCC(=O)Nc1ccc(Br)cc1C(=O)c1ccccc1F, CCO, CC(=O)O. The product is O=C1CN=C(c2ccccc2F)c2cc(Br)ccc2N1. Reaction SMILES: [Br:1][c:2]1[cH:3][c:4]([C:13](=[O:14])[c:15]2[c:16]([F:21])[cH:17][cH:18][cH:19][cH:20]2)[c:5]([NH:8][C:9]([CH2:10][NH2:11])=[O:12])[cH:6][cH:7]1.[CH3:22][CH2:23][OH:24].[CH3:25][C:26](=[O:27])[OH:28]>>[Br:1][c:2]1[cH:3][c:4]2[c:5]([cH:6][cH:7]1)[NH:8][C:9](=[O:12])[CH2:10][N:11]=[C:13]2[c:15]1[c:16]([F:21])[cH:17][cH:18][cH:19][cH:20]1. Starting materials: O1C=CC2=C1C=C(C=C2)S(=O)(=O)N (benzofuran-6-sulfonamide), ClC1=C(C(=O)Cl)C=CC(=C1)Cl (2,4-dichlorobenzoyl chloride), C(Cl)(Cl)Cl (CHCl3), CO (MeOH). Reagents/catalysts: CN(C)C=1C=CN=CC1 (DMAP). Solvent: C(Cl)Cl (CH2Cl2), C(Cl)Cl (CH2Cl2), N1=CC=CC=C1 (pyridine), C(Cl)Cl (CH2Cl2). Run at time 8 hour. The product is ClC1=C(C(=O)NS(=O)(=O)C2=CC3=C(C=CO3)C=C2)C=CC(=C1)Cl (N-[2,4-dichlorobenzoyl]-benzofuran-6-sulfonamide). As a reaction SMILES: [O:1]1[C:5]2[CH:6]=[C:7]([S:10]([NH2:13])(=[O:12])=[O:11])[CH:8]=[CH:9][C:4]=2[CH:3]=[CH:2]1.[Cl:14][C:15]1[CH:23]=[C:22]([Cl:24])[CH:21]=[CH:20][C:16]=1[C:17](Cl)=[O:18].C(Cl)(Cl)Cl.CO>C(Cl)Cl.N1C=CC=CC=1.CN(C1C=CN=CC=1)C>[Cl:14][C:15]1[CH:23]=[C:22]([Cl:24])[CH:21]=[CH:20][C:16]=1[C:17]([NH:13][S:10]([C:7]1[CH:8]=[CH:9][C:4]2[CH:3]=[CH:2][O:1][C:5]=2[CH:6]=1)(=[O:11])=[O:12])=[O:18]. Procedure details: To a solution of benzofuran-6-sulfonamide (120 mg, 0.608 mmol) in CH2Cl2 (3.6 mL) and pyridine (2.3 mL) is added DMAP (75 mg, 0.611 mmol) and 2,4-dichlorobenzoyl chloride (153 mg, 0.730 mmol) and the reaction is stirred at room temperature overnight. The reaction mixture is diluted with CH2Cl2 then washed with 2 M HCl (2×) and dried (MgSO4). The organic solution is filtered and evaporated under vacuum to give the crude product. Flash chromatography on silica gel eluting with a gradient {CH2Cl2to...